Dataset: the Open Reaction Database (ORD), a public repository of structured organic reaction records. Task: describe an organic reaction: reactants, conditions, products, and yield Reactants: C(C)(=O)N1[C@H](C(=O)N[C@@H](C)C(=O)N2[C@H](C(=O)NN(C)C(=O)OC(CCCCNC(=O)OCC3=CC=CC=C3)C(=O)OCC)CCC2)CCC1 (5-benzyloxycarbonylamino1-ethoxycarbonylpentyl acetylprolylalanylprolyl-2-azaalaninate), Cl (hydrogen chloride), [H][H] (hydrogen). The reagents and catalysts are [Pd] (Pd/C). The product is Cl.C(C)(=O)N1[C@H](C(=O)N[C@@H](C)C(=O)N2[C@H](C(=O)NN(C)C(=O)OC(CCCCN)C(=O)OCC)CCC2)CCC1 (5-amino-1-ethoxycarbonylpentyl acetylprolylalanylprolyl-2-azaalaninate hydrochloride). As a reaction SMILES: [C:1]([N:4]1[CH2:49][CH2:48][CH2:47][C@H:5]1[C:6]([NH:8][C@H:9]([C:11]([N:13]1[CH2:46][CH2:45][CH2:44][C@H:14]1[C:15]([NH:17][N:18]([C:20]([O:22][CH:23]([C:39]([O:41][CH2:42][CH3:43])=[O:40])[CH2:24][CH2:25][CH2:26][CH2:27][NH:28]C(OCC1C=CC=CC=1)=O)=[O:21])[CH3:19])=[O:16])=[O:12])[CH3:10])=[O:7])(=[O:3])[CH3:2].[ClH:50].[H][H]>[Pd]>[ClH:50].[C:1]([N:4]1[CH2:49][CH2:48][CH2:47][C@H:5]1[C:6]([NH:8][C@H:9]([C:11]([N:13]1[CH2:46][CH2:45][CH2:44][C@H:14]1[C:15]([NH:17][N:18]([C:20]([O:22][CH:23]([C:39]([O:41][CH2:42][CH3:43])=[O:40])[CH2:24][CH2:25][CH2:26][CH2:27][NH2:28])=[O:21])[CH3:19])=[O:16])=[O:12])[CH3:10])=[O:7])(=[O:3])[CH3:2] |f:4.5|. Procedure details: A mixture of 0.01 moles of 5-benzyloxycarbonylamino1-ethoxycarbonylpentyl acetylprolylalanylprolyl-2-azaalaninate and 0.2 gm of 10% Pd/C in 200 ml of 1.0 N-ethanolic hydrogen chloride is hydrogenated at room temperature. When the required amount of hydrogen has been taken up the reaction mixture is filtered and concentrated in vacuo to give 5-amino-1-ethoxycarbonylpentyl acetylprolylalanylprolyl-2-azaalaninate hydrochloride. The reactants are C1(=CC=CC=C1)C(N1N=NN=C1C1=C(C=CC=C1)C1=CC=C(C=C1)CN1C(=C(C=2N1N=C(N2)C)CC2=CC=C(C=C2)C2=C(C=CC=C2)C2=NN=NN2C(C2=CC=CC=C2)(C2=CC=CC=C2)C2=CC=CC=C2)CCC)(C2=CC=CC=C2)C2=CC=CC=C2 (5,7-bis[[2'-(N-triphenylmethyl-tetrazol-5-yl)biphenyl-4-yl]methyl]-2-methyl-6-propyl-5H-pyrazolo[1,5-b][1,2,4]triazole), C1(=CC=CC=C1)C(N1N=NN=C1C1=C(C=CC=C1)C1=CC=C(C=C1)CN1C(=C(C=2N1N=C(N2)C)CC2=CC=C(C=C2)C2=C(C=CC=C2)C2=NN=NN2C(C2=CC=CC=C2)(C2=CC=CC=C2)C2=CC=CC=C2)CCC)(C2=CC=CC=C2)C2=CC=CC=C2 (5,7-bis[[2'-(N-triphenylmethyl-tetrazol-5-yl)biphenyl-4-yl]methyl]-2-methyl-6-propyl-5H-pyrazolo[1,5-b][1,2,4]triazole). The solvent is C1(=CC=CC=C1)C (toluene). The product is N1N=NN=C1C1=C(C=CC=C1)C1=CC=C(C=C1)CN1C(=C(C=2N1N=C(N2)C)CC2=CC=C(C=C2)C2=C(C=CC=C2)C2=NN=NN2)CCC (5,7-bis[[2'-(tetrazol-5-yl)biphenyl-4-yl]methyl]-2-methyl- 6-propyl-5H-pyrazolo[1,5-b][1,2,4]triazole). As a reaction SMILES: C1(C(C2C=CC=CC=2)(C2C=CC=CC=2)[N:8]2[C:12]([C:13]3[CH:18]=[CH:17][CH:16]=[CH:15][C:14]=3[C:19]3[CH:24]=[CH:23][C:22]([CH2:25][N:26]4[N:30]5[N:31]=[C:32]([CH3:34])[N:33]=[C:29]5[C:28]([CH2:35][C:36]5[CH:41]=[CH:40][C:39]([C:42]6[CH:47]=[CH:46][CH:45]=[CH:44][C:43]=6[C:48]6[N:52](C(C7C=CC=CC=7)(C7C=CC=CC=7)C7C=CC=CC=7)[N:51]=[N:50][N:49]=6)=[CH:38][CH:37]=5)=[C:27]4[CH2:72][CH2:73][CH3:74])=[CH:21][CH:20]=3)=[N:11][N:10]=[N:9]2)C=CC=CC=1>C1(C)C=CC=CC=1>[NH:11]1[C:12]([C:13]2[CH:18]=[CH:17][CH:16]=[CH:15][C:14]=2[C:19]2[CH:20]=[CH:21][C:22]([CH2:25][N:26]3[N:30]4[N:31]=[C:32]([CH3:34])[N:33]=[C:29]4[C:28]([CH2:35][C:36]4[CH:41]=[CH:40][C:39]([C:42]5[CH:47]=[CH:46][CH:45]=[CH:44][C:43]=5[C:48]5[NH:49][N:50]=[N:51][N:52]=5)=[CH:38][CH:37]=4)=[C:27]3[CH2:72][CH2:73][CH3:74])=[CH:23][CH:24]=2)=[N:8][N:9]=[N:10]1. Procedure details: A 342 mg portion of 5,7-bis[[2'-(N-triphenylmethyl-tetrazol-5-yl)biphenyl-4-yl]methyl]-2-methyl-6-propyl-5H-pyrazolo[1,5-b][1,2,4]triazole (compound 1a) was treated in the same manner as described in Example 12, the resulting residue was mixed with toluene and heated under reflux and then the solution was cooled spontaneously to collect the thus formed precipitate by filtration, thereby giving 182 mg of 5,7-bis[[2'-(tetrazol-5-yl)biphenyl-4-yl]methyl]-2-methyl- 6-propyl-5H-pyrazolo[1,5-b][1,2,4]...